The task is: describe an organic reaction: reactants, conditions, products, and yield. This data is from the Open Reaction Database (ORD), a public repository of structured organic reaction records. The reactants are NC1=CC=C(C=C1)CCC=1N=C2N(C=CC(=C2)C)C1C (2-[2-(4-aminophenyl)ethyl]-3,7-dimethylimidazo[1,2-a]pyridine), C(C)N=C=S (ethyl isothiocyanate). The solvent is C(C)O (ethanol). Yields the product CC1=C(N=C2N1C=CC(=C2)C)CCC2=CC=C(C=C2)NC(=S)NCC (3,7-dimethyl-2-[2-{4-(3-ethylthioureido)phenyl}ethyl]imidazo[1,2-a]pyridine). RXN SMILES: [NH2:1][C:2]1[CH:7]=[CH:6][C:5]([CH2:8][CH2:9][C:10]2[N:11]=[C:12]3[CH:17]=[C:16]([CH3:18])[CH:15]=[CH:14][N:13]3[C:19]=2[CH3:20])=[CH:4][CH:3]=1.[CH2:21]([N:23]=[C:24]=[S:25])[CH3:22]>C(O)C>[CH3:20][C:19]1[N:13]2[CH:14]=[CH:15][C:16]([CH3:18])=[CH:17][C:12]2=[N:11][C:10]=1[CH2:9][CH2:8][C:5]1[CH:6]=[CH:7][C:2]([NH:1][C:24]([NH:23][CH2:21][CH3:22])=[S:25])=[CH:3][CH:4]=1. Reported procedure: A mixture of 2-[2-(4-aminophenyl)ethyl]-3,7-dimethylimidazo[1,2-a]pyridine (2.2 g) and ethyl isothiocyanate (0.8 ml) in ethanol (20 ml) was refluxed for 1.5 hours. The solvent was evaporated and the residue was triturated with diethyl ether. The precipitate was collected by filtration and dried to give 3,7-dimethyl-2-[2-{4-(3-ethylthioureido)phenyl}ethyl]imidazo[1,2-a]pyridine (2.42 g). Starting materials: O=c1[nH]c(N[N+](=O)[O-])ncc1Cc1cccnc1, OCCCCCCCCc1ccccc1, c1ccncc1. Yields the product O=c1[nH]c(OCCCCCCCCc2ccccc2)ncc1Cc1cccnc1. RXN SMILES: [N+:16]([NH:17][c:20]1[n:21][cH:22][c:23]([CH2:27][c:28]2[cH:29][n:30][cH:31][cH:32][cH:33]2)[c:24](=[O:26])[nH:25]1)([O-:18])=[O:19].[c:1]1([CH2:7][CH2:8][CH2:9][CH2:10][CH2:11][CH2:12][CH2:13][CH2:14][OH:15])[cH:2][cH:3][cH:4][cH:5][cH:6]1.[cH:34]1[cH:35][cH:36][n:37][cH:38][cH:39]1>>[c:1]1([CH2:7][CH2:8][CH2:9][CH2:10][CH2:11][CH2:12][CH2:13][CH2:14][O:15][c:20]2[n:21][cH:22][c:23]([CH2:27][c:28]3[cH:29][n:30][cH:31][cH:32][cH:33]3)[c:24](=[O:26])[nH:25]2)[cH:2][cH:3][cH:4][cH:5][cH:6]1.